Dataset: the Open Reaction Database (ORD), a public repository of structured organic reaction records. Task: describe an organic reaction: reactants, conditions, products, and yield Starting materials: O (water), C(CC(C)C)Br (Isopentyl bromide), COCCOCC1=CC=C2C(C3=C(C=CC=C3C=3C2=C1NN3)O)=O (3-(2-methoxyethoxymethyl)-7-hydroxyanthra[1,9cd]pyrazol-6(2H)-one), C([O-])([O-])=O.[K+].[K+] (potassium carbonate). The solvent is CN(C=O)C (dimethylformamide). Run at temperature 80 celsius. The product is CC(CCOC1=C2C(C3=CC=CC=4NN=C(C43)C2=CC=C1)=O)C (7-(3-Methylbutyloxy)anthra[1,9cd]pyrazol-6(2H)-one). RXN SMILES: [CH2:1](Br)[CH2:2][CH:3]([CH3:5])[CH3:4].COCCOC[C:13]1[C:26]2[NH:27][N:28]=[C:24]3[C:25]=2[C:16]([C:17](=[O:30])[C:18]2[C:23]3=[CH:22][CH:21]=[CH:20][C:19]=2[OH:29])=[CH:15][CH:14]=1.C(=O)([O-])[O-].[K+].[K+].O>CN(C)C=O>[CH3:4][CH:3]([CH3:5])[CH2:2][CH2:1][O:29][C:19]1[CH:20]=[CH:21][CH:22]=[C:23]2[C:18]=1[C:17](=[O:30])[C:16]1[C:25]3[C:24]2=[N:28][NH:27][C:26]=3[CH:13]=[CH:14][CH:15]=1 |f:2.3.4|. Procedure: Isopentyl bromide is added to a mixture of 3-(2-methoxyethoxymethyl)-7-hydroxyanthra[1,9cd]pyrazol-6(2H)-one and potassium carbonate in dimethylformamide at room temperature. After stirring the mixture for sixteen hours, water is added, and the mixture was extracted with ethyl acetate (×2). The combined organic layer is washed with aqueous sodium bicarbonate, water, 1N hydrochloric acid, and brine, dried and evaporated. The reside is taken in 6N hydrochloric acid and heated at 80° C. for 4 hours...